describe an organic reaction: reactants, conditions, products, and yield From a dataset of the Open Reaction Database (ORD), a public repository of structured organic reaction records. Starting materials: CC1(C(C1(C)C)NC(=S)N)C (N-(2,2,3,3-tetramethylcyclopropyl)thiourea), BrC1(CCC1)C(=O)OCC (ethyl 1-bromocyclobutanecarboxylate). Yields the product CC1(C(C1(C)C)NC=1SC2(CCC2)C(N1)=O)C (6-[(2,2,3,3-Tetramethylcyclopropyl)amino]-5-thia-7-azaspiro[3.4]oct-6-en-8-one). As a reaction SMILES: [CH3:1][C:2]1([CH3:11])[C:4]([CH3:6])([CH3:5])[CH:3]1[NH:7][C:8]([NH2:10])=[S:9].Br[C:13]1([C:17](OCC)=[O:18])[CH2:16][CH2:15][CH2:14]1>>[CH3:1][C:2]1([CH3:11])[C:4]([CH3:5])([CH3:6])[CH:3]1[NH:7][C:8]1[S:9][C:13]2([C:17](=[O:18])[N:10]=1)[CH2:16][CH2:15][CH2:14]2. Reported procedure: Synthesis was performed from N-(2,2,3,3-tetramethylcyclopropyl)thiourea and ethyl 1-bromocyclobutanecarboxylate according to Method D. The reactants are O (Water), CN(C)C1=NC=CC=C1 (dimethylaminopyridine), C(OC(C)(C)C)(OC(C)(C)C)=O (di-tert-butyl carbonate), C(C)(=O)NC1=C(C=C(C=C1)C=1OC2=C(C(C1)=O)C(=C(C=C2F)F)N)F (2-(4-Acetylamino-3-fluorophenyl)-5-amino-6,8-difluoro-4H-1-benzopyran-4-one). Solvent: CN(C=O)C (dimethylformamide). Conditions: time 2 hour. Yields the product C(C)(=O)N(C(=O)OC(C)(C)C)C1=C(C=C(C=C1)C=1OC2=C(C(C1)=O)C(=C(C=C2F)F)N)F (2-[4-[N-acetyl-N-(tert-butoxycarbonyl)amino]-3-fluorophenyl]-5-amino-6,8-difluoro-4H-1-benzopyran-4-one). Yield: 88.0%. As a reaction SMILES: [C:1]([NH:4][C:5]1[CH:10]=[CH:9][C:8]([C:11]2[O:12][C:13]3[C:21]([F:22])=[CH:20][C:19]([F:23])=[C:18]([NH2:24])[C:14]=3[C:15](=[O:17])[CH:16]=2)=[CH:7][C:6]=1[F:25])(=[O:3])[CH3:2].CN(C1C=CC=CN=1)C.[C:35](=O)([O:41]C(C)(C)C)[O:36][C:37]([CH3:40])([CH3:39])[CH3:38].O>CN(C)C=O>[C:1]([N:4]([C:5]1[CH:10]=[CH:9][C:8]([C:11]2[O:12][C:13]3[C:21]([F:22])=[CH:20][C:19]([F:23])=[C:18]([NH2:24])[C:14]=3[C:15](=[O:17])[CH:16]=2)=[CH:7][C:6]=1[F:25])[C:35]([O:36][C:37]([CH3:40])([CH3:39])[CH3:38])=[O:41])(=[O:3])[CH3:2]. Procedure: 3.03 g (8.70 mmol) of Compound 27 obtained in Example 27 was dissolved in 200 ml of dimethylformamide, 109 mg of dimethylaminopyridine and 3.0 ml of di-tert-butyl carbonate were added and the mixture was stirred at room temperature for 2 hours. Water was added to the reaction solution and the precipitated crystals were collected by filtration to give 3.44 g (88%) of 2-[4-[N-acetyl-N-(tert-butoxycarbonyl)amino]-3-fluorophenyl]-5-amino-6,8-difluoro-4H-1-benzopyran-4-one. The reactants are F[B-](F)(F)F.C1(CCCCC1)P(C1CCCCC1)C1CCCCC1 (tricyclohexylphosphine tetrafluoroborate), Cl (hydrochloric acid), C12C(C3CC(CC(C1)C3)C2)OCC2=CC(=C(C(=O)NS(=O)(=O)C)C=C2Cl)F (4-((adamantan-2-yloxy)methyl)-5-chloro-2-fluoro-N-(methylsulfonyl)-benzamide), C1(CC1)B(O)O (cyclopropylboronic acid), P(=O)([O-])([O-])[O-].[K+].[K+].[K+] (potassium phosphate). The reagents and catalysts are C(C)(=O)[O-].[Pd+2].C(C)(=O)[O-] (palladium acetate). Solvent: C1(=CC=CC=C1)C (toluene), O (water). Conditions: temperature 100 celsius. Product: C12C(C3CC(CC(C1)C3)C2)OCC2=CC(=C(C(=O)NS(=O)(=O)C)C=C2C2CC2)F (4-((adamantan-2-yloxy)methyl)-5-cyclopropyl-2-fluoro-N-(methylsulfonyl)benzamide). Yield: 62.6%. Reaction SMILES: [CH:1]12[CH2:10][CH:5]3[CH2:6][CH:7]([CH2:9][CH:3]([CH2:4]3)[CH:2]1[O:11][CH2:12][C:13]1[C:25](Cl)=[CH:24][C:16]([C:17]([NH:19][S:20]([CH3:23])(=[O:22])=[O:21])=[O:18])=[C:15]([F:27])[CH:14]=1)[CH2:8]2.[CH:28]1(B(O)O)[CH2:30][CH2:29]1.P([O-])([O-])([O-])=O.[K+].[K+].[K+].F[B-](F)(F)F.C1(P(C2CCCCC2)C2CCCCC2)CCCCC1.Cl>C1(C)C=CC=CC=1.O.C([O-])(=O)C.[Pd+2].C([O-])(=O)C>[CH:1]12[CH2:10][CH:5]3[CH2:6][CH:7]([CH2:9][CH:3]([CH2:4]3)[CH:2]1[O:11][CH2:12][C:13]1[C:25]([CH:28]3[CH2:30][CH2:29]3)=[CH:24][C:16]([C:17]([NH:19][S:20]([CH3:23])(=[O:22])=[O:21])=[O:18])=[C:15]([F:27])[CH:14]=1)[CH2:8]2 |f:2.3.4.5,6.7,11.12.13|. Procedure: To a solution of 4-((adamantan-2-yloxy)methyl)-5-chloro-2-fluoro-N-(methylsulfonyl)-benzamide (0.30 g, 0.72 mmol), cyclopropylboronic acid (0.40 g, 4.65 mmol) and potassium phosphate (2.55 g, 12.00 mmol) in toluene (10 mL) and water (0.5 mL) was bubbled with a nitrogen atmosphere for 10 min, tricyclohexylphosphine tetrafluoroborate (0.17 g, 0.48 mmol) and palladium acetate (0.05 g, 0.22 mmol) was added to this reaction mixture. The reaction mixture was heated to 100° C. for 18 h under a nitrogen... Starting materials: CCCC(Br)Cc1ccccc1, CCC(C)=O, ClCCl, [K+], [K+], NCCc1c[nH]c2ccc(OCCCCCc3ccccc3)cc12, O=C([O-])[O-], Oc1ccc2[nH]ccc2c1. Reaction SMILES: [Br:41][CH:42]([CH2:43][CH2:44][CH3:45])[CH2:46][c:47]1[cH:48][cH:49][cH:50][cH:51][cH:52]1.[CH3:53][C:54](=[O:55])[CH2:56][CH3:57].[Cl:58][CH2:59][Cl:60].[K+:35].[K+:36].[NH2:1][CH2:2][CH2:3][c:4]1[cH:5][nH:6][c:7]2[cH:8][cH:9][c:10]([O:13][CH2:14][CH2:15][CH2:16][CH2:17][CH2:18][c:19]3[cH:20][cH:21][cH:22][cH:23][cH:24]3)[cH:11][c:12]12.[O-:37][C:38]([O-:39])=[O:40].[OH:25][c:26]1[cH:27][c:28]2[c:29]([cH:30][cH:31]1)[nH:32][cH:33][cH:34]2>>[cH:4]1[cH:5][nH:6][c:7]2[cH:8][cH:9][c:10]([O:13][CH2:14][CH2:15][CH2:16][CH2:17][CH2:18][c:19]3[cH:20][cH:21][cH:22][cH:23][cH:24]3)[cH:11][c:12]12. Product: c1ccc(CCCCCOc2ccc3[nH]ccc3c2)cc1. The reactants are C(=O)(O)CN(CCN([C@@H](CC1=CC(=C(C(=C1)Br)OC1=CC=C(C=C1)O)Br)C(=O)O)CCN(CC(=O)O)CC(=O)O)CC(=O)O (N,N-Bis[2-[bis(carboxymethyl)amino]ethyl]-3,5-dibromo-O-(4-hydroxyphenyl)-L-tyrosine), II (I2). Product: C(=O)(O)CN(CCN([C@@H](CC1=CC(=C(C(=C1)Br)OC1=CC(=CC=C1)I)Br)C(=O)O)CCN(CC(=O)O)CC(=O)O)CC(=O)O (N,N-bis[2-[bis(Carboxymethyl)amino]ethyl]-3,5-dibromo-O-(3-iodophenyl)-L-tyrosine). Yield: 61.0%. As a reaction SMILES: [C:1]([CH2:4][N:5]([CH2:41][C:42]([OH:44])=[O:43])[CH2:6][CH2:7][N:8]([CH2:30][CH2:31][N:32]([CH2:37][C:38]([OH:40])=[O:39])[CH2:33][C:34]([OH:36])=[O:35])[C@H:9]([C:27]([OH:29])=[O:28])[CH2:10][C:11]1[CH:16]=[C:15]([Br:17])[C:14]([O:18][C:19]2[CH:24]=[CH:23][C:22](O)=[CH:21][CH:20]=2)=[C:13]([Br:26])[CH:12]=1)([OH:3])=[O:2].[I:45]I>>[C:1]([CH2:4][N:5]([CH2:41][C:42]([OH:44])=[O:43])[CH2:6][CH2:7][N:8]([CH2:30][CH2:31][N:32]([CH2:37][C:38]([OH:40])=[O:39])[CH2:33][C:34]([OH:36])=[O:35])[C@H:9]([C:27]([OH:29])=[O:28])[CH2:10][C:11]1[CH:16]=[C:15]([Br:17])[C:14]([O:18][C:19]2[CH:24]=[CH:23][CH:22]=[C:21]([I:45])[CH:20]=2)=[C:13]([Br:26])[CH:12]=1)([OH:3])=[O:2]. Procedure: N,N-Bis[2-[bis(carboxymethyl)amino]ethyl]-3,5-dibromo-O-(4-hydroxyphenyl)-L-tyrosine, prepared according to Example 13 Step A, was monoiodinated in the outer ring with I2/KI at room temperature. The solution was concentrated, then acidified to pH 1 with 37% HCl and purified by preparative HPLC. Yield 61%.